This data is from the Open Reaction Database (ORD), a public repository of structured organic reaction records. The task is: describe an organic reaction: reactants, conditions, products, and yield Starting materials: C1(CC1)C(CC(=O)OCC)C1=CC(=CC=C1)COC=1C=C(C(=NC1)C1=CC(=NC=C1)OC)CC(C)(C)C (ethyl 3-cyclopropyl-3-(3-(((2′-methoxy-3-neopentyl-[2,4′-bipyridine]-5-yl)oxy)methyl)phenyl)propanoate), [OH-].[Na+] (sodium hydroxide), Cl (hydrochloric acid). Solvent: C1CCOC1 (THF), CO (methanol). Conditions: time 16 hour. Product: C1(CC1)C(CC(=O)O)C1=CC(=CC=C1)COC=1C=C(C(=NC1)C1=CC(=NC=C1)OC)CC(C)(C)C (3-cyclopropyl-3-(3-(((3-(2,2-dimethylpropyl)-2′-methoxy-2,4′-bipyridin-5-yl)oxy)methyl)phenyl)propanoic acid). Isolated yield 82.4%. RXN SMILES: [CH:1]1([CH:4]([C:11]2[CH:16]=[CH:15][CH:14]=[C:13]([CH2:17][O:18][C:19]3[CH:20]=[C:21]([CH2:33][C:34]([CH3:37])([CH3:36])[CH3:35])[C:22]([C:25]4[CH:30]=[CH:29][N:28]=[C:27]([O:31][CH3:32])[CH:26]=4)=[N:23][CH:24]=3)[CH:12]=2)[CH2:5][C:6]([O:8]CC)=[O:7])[CH2:3][CH2:2]1.[OH-].[Na+].Cl>C1COCC1.CO>[CH:1]1([CH:4]([C:11]2[CH:16]=[CH:15][CH:14]=[C:13]([CH2:17][O:18][C:19]3[CH:20]=[C:21]([CH2:33][C:34]([CH3:37])([CH3:36])[CH3:35])[C:22]([C:25]4[CH:30]=[CH:29][N:28]=[C:27]([O:31][CH3:32])[CH:26]=4)=[N:23][CH:24]=3)[CH:12]=2)[CH2:5][C:6]([OH:8])=[O:7])[CH2:2][CH2:3]1 |f:1.2|. Procedure details: To a solution of ethyl 3-cyclopropyl-3-(3-(((2′-methoxy-3-neopentyl-[2,4′-bipyridine]-5-yl)oxy)methyl)phenyl)propanoate (27 mg) in THF (1.0 mL) and methanol (1.0 mL) was added 1N aqueous sodium hydroxide solution (1.0 mL), and the mixture was stirred at room temperature for 16 hr. To the reaction mixture was added 1N hydrochloric acid (1.0 mL), and the mixture was extracted with ethyl acetate. The extract was washed with saturated brine, and dried over anhydrous sodium sulfate. The solvent was e... The reactants are [BH4-].[Na+] (sodium borohydride), CC(C)=CC (2-methyl-2-butene), B(F)(F)F.CCOCC (boron trifluoride etherate), C(CC(C)C)BCCC(C)C (diisoamylborane), 1S, 2R, C(#C)C1(C(CCC1)CCCC)O[Si](C)(C)C (1-ethynyl-1-trimethylsilyloxy-2-butylcyclopentane), C[N+](C)(C)[O-] (trimethylamineoxide). The solvent is O1CCCC1 (tetrahydrofuran), O1CCCC1 (tetrahydrofuran). Conditions: temperature 0 celsius, time 3 hour. The product is 2R, C[Si](OC1C(CCC1)CCCC)(C)C (1-trimethylsilyloxy-2-butylcyclopentane). As a reaction SMILES: [BH4-].[Na+].CC(=CC)C.B(F)(F)F.CCOCC.C(BCCC(C)C)CC(C)C.C([C:30]1([O:39][Si:40]([CH3:43])([CH3:42])[CH3:41])[CH2:34][CH2:33][CH2:32][CH:31]1[CH2:35][CH2:36][CH2:37][CH3:38])#C.C[N+]([O-])(C)C>O1CCCC1>[CH3:41][Si:40]([CH3:42])([CH3:43])[O:39][CH:30]1[CH2:34][CH2:33][CH2:32][CH:31]1[CH2:35][CH2:36][CH2:37][CH3:38] |f:0.1,3.4|. Procedure: To a mixture of 9.2 g of sodium borohydride and 45.8 g of 2-methyl-2-butene in 350 ml of dry tetrahydrofuran at 0° C. with stirring under nitrogen is added, over 20 minutes, 41.1 ml of boron trifluoride etherate. After 3 hours, to this resulting solution of diisoamylborane is added 38.8 g of 1R,2S(and 1S, 2R)-1-ethynyl-1-trimethylsilyloxy-2-butylcyclopentane in 40 ml of tetrahydrofuran in 20 minutes. The mixture is stirred 2 hours and then stored at -20° C. overnight. The mixture is allowed to w... The reactants are CC(C)(CC=CC(=O)O)NC(=O)OC(C)(C)C, CCN(C(C)C)C(C)C, CCN=C=NCCCN(C)C, CCOC(C)=O, ClCCl, Cl, On1nnc2cccnc21, CNC(Cc1ccc(-c2ccccc2)cc1)C(=O)N(C)CCc1cccs1. Yields the product CN(CCc1cccs1)C(=O)C(Cc1ccc(-c2ccccc2)cc1)N(C)C(=O)C=CCC(C)(C)NC(=O)OC(C)(C)C. RXN SMILES: [C:1]([CH3:2])([CH3:3])([CH3:4])[O:5][C:6](=[O:7])[NH:8][C:9]([CH2:10][CH:11]=[CH:12][C:13](=[O:14])[OH:15])([CH3:16])[CH3:17].[CH2:67]([N:68]([CH:69]([CH3:70])[CH3:71])[CH:72]([CH3:73])[CH3:74])[CH3:75].[CH3:29][N:30]([CH3:31])[CH2:32][CH2:33][CH2:34][N:35]=[C:36]=[N:37][CH2:38][CH3:39].[CH3:79][CH2:80][O:81][C:82](=[O:83])[CH3:84].[Cl:76][CH2:77][Cl:78].[ClH:28].[OH:18][n:19]1[c:20]2[n:21][cH:22][cH:23][cH:24][c:25]2[n:26][n:27]1.[c:40]1(-[c:61]2[cH:62][cH:63][cH:64][cH:65][cH:66]2)[cH:41][cH:42][c:43]([CH2:46][CH:47]([C:48](=[O:49])[N:50]([CH2:51][CH2:52][c:53]2[s:54][cH:55][cH:56][cH:57]2)[CH3:58])[NH:59][CH3:60])[cH:44][cH:45]1>>[C:1]([CH3:2])([CH3:3])([CH3:4])[O:5][C:6](=[O:7])[NH:8][C:9]([CH2:10][CH:11]=[CH:12][C:13](=[O:15])[N:59]([CH:47]([CH2:46][c:43]1[cH:42][cH:41][c:40](-[c:61]2[cH:62][cH:63][cH:64][cH:65][cH:66]2)[cH:45][cH:44]1)[C:48](=[O:49])[N:50]([CH2:51][CH2:52][c:53]1[s:54][cH:55][cH:56][cH:57]1)[CH3:58])[CH3:60])([CH3:16])[CH3:17]. Reactants: BrC=1C(=NC=C(C(=O)O)C1)Cl (5-bromo-6-chloro-nicotinic acid), FC(S(=O)C1=CC=C(N)C=C1)(F)F (4-(trifluoromethylsulfinyl)aniline). Yields the product BrC=1C(=NC=C(C(=O)NC2=CC=C(C=C2)S(=O)C(F)(F)F)C1)Cl (5-Bromo-6-chloro-N-(4-((trifluoromethyl)sulfinyl)phenyl)nicotinamide). RXN SMILES: [Br:1][C:2]1[C:3]([Cl:11])=[N:4][CH:5]=[C:6]([CH:10]=1)[C:7]([OH:9])=O.[F:12][C:13]([F:24])([F:23])[S:14]([C:16]1[CH:22]=[CH:21][C:19]([NH2:20])=[CH:18][CH:17]=1)=[O:15]>>[Br:1][C:2]1[C:3]([Cl:11])=[N:4][CH:5]=[C:6]([CH:10]=1)[C:7]([NH:20][C:19]1[CH:21]=[CH:22][C:16]([S:14]([C:13]([F:24])([F:12])[F:23])=[O:15])=[CH:17][CH:18]=1)=[O:9]. Procedure: The title compound was prepared in an analogous fashion to that described in Stage 169.2 using 5-bromo-6-chloro-nicotinic acid and 4-(trifluoromethylsulfinyl)aniline To afford an off-white crystalline solid. HPLC (Condition 4) tR=5.59 min, UPLC-MS (Condition 3) tR=1.10 min, m/z=425 [M−H]−. Run in S(O)(O)(=O)=O (sulfuric acid), C(Cl)(Cl)Cl (chloroform), O (water), C(C)(=O)O (acetic acid). Conditions: time 8 hour. Reagents/catalysts: [Cu] (copper). Reactants: Cl.Cl.NC1=C(CC2N(CCC3=CC(=C(C=C23)O)OC)C)C=C(C(=C1)OC)Br (1-(2'-Amino-5'-bromo-4'-methoxybenzyl)-2-methyl-6-methoxy-7-hydroxy-1,2,3,4-tetrahydroisoquinoline Dihydrochloride), gum, N(=O)[O-].[Na+] (sodium nitrite), crude product. Procedure: General procedure as described in Example III. 1-(2'-Amino-5'-bromo-4'-methoxybenzyl)-2-methyl-6-methoxy-7-hydroxy-1,2,3,4-tetrahydroisoquinoline dihydrochloride (4c) (448 mg) in 20% sulfuric acid (4 ml) and glacial acetic acid (4 ml) was diazotized using sodium nitrite (77 mg) in water (0.75 ml), and the subsequent Pschorr cyclization used copper powder (450 mg) in the usual manner. The crude product was a brown gum (353 mg) which was dissolved in chloroform and filtered through a short column ... RXN SMILES: [ClH:1].Cl.N[C:4]1[CH:24]=[C:23]([O:25][CH3:26])[C:22]([Br:27])=[CH:21][C:5]=1[CH2:6][CH:7]1[C:16]2[C:11](=[CH:12][C:13]([O:18][CH3:19])=[C:14]([OH:17])[CH:15]=2)[CH2:10][CH2:9][N:8]1[CH3:20].N([O-])=O.[Na+]>S(=O)(=O)(O)O.C(O)(=O)C.O.C(Cl)(Cl)Cl.[Cu]>[ClH:1].[Br:27][C:22]1[CH:21]=[C:5]2[C:4](=[CH:24][C:23]=1[O:25][CH3:26])[C:15]1=[C:16]3[CH:7]([N:8]([CH3:20])[CH2:9][CH2:10][C:11]3=[CH:12][C:13]([O:18][CH3:19])=[C:14]1[OH:17])[CH2:6]2 |f:0.1.2,3.4,10.11|. Isolated yield 43.0%. Product: Cl.BrC=1C=C2CC3N(CCC4=CC(=C(C(C2=CC1OC)=C43)O)OC)C (9-Bromo-2,10-dimethoxy-1-hydroxyaporphine Hydrochloride). Reactants: BrC=1C=C2C(=CN1)N(N=C2C)C2OCCCC2 (5-bromo-3-methyl-1-(tetrahydro-2H-pyran-2-yl)-1H-pyrazolo[3,4-c]pyridine), N1=CN=CC(=C1)B(O)O (Pyrimidine-5-boronic acid), C(C)(=O)[O-].[K+] (Potassium acetate), O (Water), O (Water). Reagents/catalysts: C1=CC=C(C=C1)P([C-]2C=CC=C2)C3=CC=CC=C3.C1=CC=C(C=C1)P([C-]2C=CC=C2)C3=CC=CC=C3.Cl[Pd]Cl.[Fe+2] (1,1′-Bis(diphenylphosphino)ferrocenepalladium (II) chloride). Run in C(C)#N (Acetonitrile), C([O-])([O-])=O.[Na+].[Na+] (Sodium carbonate). Conditions: temperature 130 celsius. Yields the product CC1=NN(C2=CN=C(C=C21)C2=NC=CC=N2)C2OCCCC2 (3-methyl-5-(pyrimidin-2-yl)-1-(tetrahydro-2H-pyran-2-yl)-1H-pyrazolo[3,4-c]pyridine). The yield is 95.4%. Reaction SMILES: Br[C:2]1[CH:3]=[C:4]2[C:10]([CH3:11])=[N:9][N:8]([CH:12]3[CH2:17][CH2:16][CH2:15][CH2:14][O:13]3)[C:5]2=[CH:6][N:7]=1.[N:18]1[CH:23]=[C:22](B(O)O)[CH:21]=[N:20][CH:19]=1.C([O-])(=O)C.[K+].O>C(=O)([O-])[O-].[Na+].[Na+].C1C=CC(P(C2C=CC=CC=2)[C-]2C=CC=C2)=CC=1.C1C=CC(P(C2C=CC=CC=2)[C-]2C=CC=C2)=CC=1.Cl[Pd]Cl.[Fe+2].C(#N)C>[CH3:11][C:10]1[C:4]2[C:5](=[CH:6][N:7]=[C:2]([C:19]3[N:20]=[CH:21][CH:22]=[CH:23][N:18]=3)[CH:3]=2)[N:8]([CH:12]2[CH2:17][CH2:16][CH2:15][CH2:14][O:13]2)[N:9]=1 |f:2.3,5.6.7,8.9.10.11|. Reported procedure: In a microwave reaction vials was charged with 5-bromo-3-methyl-1-(tetrahydro-2H-pyran-2-yl)-1H-pyrazolo[3,4-c]pyridine (296 mg, 1.0 mmol), Pyrimidine-5-boronic acid (185 mg, 1.5 mmol), 1,1′-Bis(diphenylphosphino)ferrocenepalladium (II) chloride (81.7 mg, 0.1 mmol), 1.00 M of Potassium acetate in Water (1.5 mL, 1.5 mmol), 1.00 M of Sodium carbonate in Water (1.5 mL, 1.5 mmol), and Acetonitrile (10 mL). The reaction mixture was heated under microwave at 130° C. for 30 minutes. The mixture was con... Starting materials: COc1ccc2ncc(=O)n(CCN3CCC(N(C(=O)[O-])C(C)(C)C)CC3)c2n1, O=C(O)C(F)(F)F, N#Cc1ccc2c(c1)ncc(=O)n2CCN1CCC(N)CC1. Product: COc1ccc2ncc(=O)n(CCN3CCC(N)CC3)c2n1. As a reaction SMILES: [C:1]([N:5]([C:2](=[O:3])[O-:4])[CH:9]1[CH2:10][CH2:11][N:12]([CH2:15][CH2:16][n:17]2[c:18]3[c:19]([n:20][cH:21][c:22]2=[O:23])[cH:24][cH:25][c:26]([O:28][CH3:29])[n:27]3)[CH2:13][CH2:14]1)([CH3:6])([CH3:7])[CH3:8].[F:30][C:31]([F:32])([F:33])[C:34]([OH:35])=[O:36].[NH2:37][CH:38]1[CH2:39][CH2:40][N:41]([CH2:42][CH2:43][n:44]2[c:45]3[c:46]([cH:47][c:48]([C:49]#[N:50])[cH:51][cH:52]3)[n:53][cH:54][c:55]2=[O:56])[CH2:57][CH2:58]1>>[NH2:5][CH:9]1[CH2:10][CH2:11][N:12]([CH2:15][CH2:16][n:17]2[c:18]3[c:19]([n:20][cH:21][c:22]2=[O:23])[cH:24][cH:25][c:26]([O:28][CH3:29])[n:27]3)[CH2:13][CH2:14]1. Reactants: Cc1ccccc1, O=C(NC1(CO)CCCC1)c1cccnc1Oc1cccnc1, O=P(Cl)(Cl)Cl. The product is c1cncc(Oc2ncccc2C2=NC3(CCCC3)CO2)c1. As a reaction SMILES: [CH3:29][c:30]1[cH:31][cH:32][cH:33][cH:34][cH:35]1.[OH:1][CH2:2][C:3]1([NH:8][C:9]([c:10]2[c:11]([O:16][c:17]3[cH:18][n:19][cH:20][cH:21][cH:22]3)[n:12][cH:13][cH:14][cH:15]2)=[O:23])[CH2:4][CH2:5][CH2:6][CH2:7]1.[P:24]([Cl:25])([Cl:26])([Cl:27])=[O:28]>>[CH2:2]1[C:3]2([CH2:4][CH2:5][CH2:6][CH2:7]2)[N:8]=[C:9]([c:10]2[c:11]([O:16][c:17]3[cH:18][n:19][cH:20][cH:21][cH:22]3)[n:12][cH:13][cH:14][cH:15]2)[O:23]1. The reactants are FC1=CC=C(CN)C=C1 (4-fluorobenzylamine), ClC=1C2=C(N=C(N1)C=1C=NC=CC1)SC(=C2)CC (4-chloro-2-(pyridin-3-yl)-6-ethyl-thieno-[2,3-d]-pyrimidine). Yields the product N1=CC(=CC=C1)C=1N=C(C2=C(N1)SC(=C2)CC)NCC2=CC=C(C=C2)F (2-(pyridin-3-yl)-4-(4-fluorobenzylamino)-6-ethyl-thieno-[2,3-d]-pyrimidine). RXN SMILES: [F:1][C:2]1[CH:9]=[CH:8][C:5]([CH2:6][NH2:7])=[CH:4][CH:3]=1.Cl[C:11]1[C:12]2[CH:25]=[C:24]([CH2:26][CH3:27])[S:23][C:13]=2[N:14]=[C:15]([C:17]2[CH:18]=[N:19][CH:20]=[CH:21][CH:22]=2)[N:16]=1>>[N:19]1[CH:20]=[CH:21][CH:22]=[C:17]([C:15]2[N:16]=[C:11]([NH:7][CH2:6][C:5]3[CH:8]=[CH:9][C:2]([F:1])=[CH:3][CH:4]=3)[C:12]3[CH:25]=[C:24]([CH2:26][CH3:27])[S:23][C:13]=3[N:14]=2)[CH:18]=1. Reported procedure: With the procedure of Example 1, the reaction of 4-fluorobenzylamine with 4-chloro-2-(pyridin-3-yl)-6-ethyl-thieno-[2,3-d]-pyrimidine yields 2-(pyridin-3-yl)-4-(4-fluorobenzylamino)-6-ethyl-thieno-[2,3-d]-pyrimidine.